From a dataset of the Open Reaction Database (ORD), a public repository of structured organic reaction records. describe an organic reaction: reactants, conditions, products, and yield Starting materials: OC(CC(=O)O)CCCCCCCCC (3-hydroxydodecanoic acid), Cl.C(C)N=C=NCCCN(C)C (1-ethyl-3-(3-dimethylaminopropyl)carbodiimide hydrochloride), ON1N=NC2=C1C=CC=C2 (1-hydroxybenzotriazole), [OH-].[NH4+] (ammonium hydroxide). The solvent is O1CCCC1 (tetrahydrofuran), C(C)(=O)OCC (ethyl acetate). Run at time 30 minute. The product is OC(CC(=O)N)CCCCCCCCC (3-hydroxydodecanamide). The yield is 98.9%. RXN SMILES: [OH:1][CH:2]([CH2:7][CH2:8][CH2:9][CH2:10][CH2:11][CH2:12][CH2:13][CH2:14][CH3:15])[CH2:3][C:4](O)=[O:5].Cl.C([N:19]=C=NCCCN(C)C)C.ON1C2C=CC=CC=2N=N1.[OH-].[NH4+]>O1CCCC1.C(OCC)(=O)C>[OH:1][CH:2]([CH2:7][CH2:8][CH2:9][CH2:10][CH2:11][CH2:12][CH2:13][CH2:14][CH3:15])[CH2:3][C:4]([NH2:19])=[O:5] |f:1.2,4.5|. Procedure: To a solution of 3-hydroxydodecanoic acid (0.26 g) in tetrahydrofuran (4 ml) was added 1-ethyl-3-(3-dimethylaminopropyl)carbodiimide hydrochloride (0.18 g) and 1-hydroxybenzotriazole (0.24 g). After stirring for 30 minutes, 28% ammonium hydroxide (0.17 ml) was added and the mixture was stirred at room temperature overnight. Then, the mixture was diluted with ethyl acetate (100 ml) and washed with 0.1 N-hydrochloric acid (100 ml×2), saturated sodium bicarbonate (50 ml), and brine (50 ml). After d...